From a dataset of the Open Reaction Database (ORD), a public repository of structured organic reaction records. describe an organic reaction: reactants, conditions, products, and yield The reactants are NC=1C=C(C=CC1)NC([C@H](C)N(C(OC(C)(C)C)=O)C)=O ((S)-tert-butyl (1-((3-aminophenyl)amino)-1-oxopropan-2-yl)(methyl)carbamate), FC=1C=C(C=CC1)NC1=NC=C(C(=N1)NCCC)C=O (2-((3-fluorophenyl)amino)-4-(propylamino)pyrimidine-5-carbaldehyde), C(C)(=O)O[BH-](OC(C)=O)OC(C)=O.[Na+] (sodium triacetoxyborohydride), C(O)([O-])=O.[Na+] (sodium hydrogencarbonate). The solvent is C(Cl)Cl (methylene chloride), C(C)(=O)O (acetic acid), C(C)(=O)OCC (ethyl acetate). Conditions: time 5 hour. The product is FC=1C=C(C=CC1)NC1=NC=C(C(=N1)NCCC)CNC=1C=C(C=CC1)NC([C@H](C)N(C(OC(C)(C)C)=O)C)=O ((S)-tert-butyl (1-((3-(((2-((3-fluorophenyl)amino)-4-(propylamino)pyrimidin-5-yl)methyl)amino)phenyl)amino)-1-oxopropan-2-yl)(methyl)carbamate). Isolated yield 68.4%. As a reaction SMILES: [NH2:1][C:2]1[CH:3]=[C:4]([NH:8][C:9](=[O:21])[C@@H:10]([N:12]([CH3:20])[C:13](=[O:19])[O:14][C:15]([CH3:18])([CH3:17])[CH3:16])[CH3:11])[CH:5]=[CH:6][CH:7]=1.[F:22][C:23]1[CH:24]=[C:25]([NH:29][C:30]2[N:35]=[C:34]([NH:36][CH2:37][CH2:38][CH3:39])[C:33]([CH:40]=O)=[CH:32][N:31]=2)[CH:26]=[CH:27][CH:28]=1.C(O[BH-](OC(=O)C)OC(=O)C)(=O)C.[Na+].C(=O)([O-])O.[Na+]>C(Cl)Cl.C(OCC)(=O)C.C(O)(=O)C>[F:22][C:23]1[CH:24]=[C:25]([NH:29][C:30]2[N:35]=[C:34]([NH:36][CH2:37][CH2:38][CH3:39])[C:33]([CH2:40][NH:1][C:2]3[CH:3]=[C:4]([NH:8][C:9](=[O:21])[C@@H:10]([N:12]([CH3:20])[C:13](=[O:19])[O:14][C:15]([CH3:17])([CH3:16])[CH3:18])[CH3:11])[CH:5]=[CH:6][CH:7]=3)=[CH:32][N:31]=2)[CH:26]=[CH:27][CH:28]=1 |f:2.3,4.5|. Procedure details: To a solution of (S)-tert-butyl (1-((3-aminophenyl)amino)-1-oxopropan-2-yl)(methyl)carbamate (B9, 28 mg) and 2-((3-fluorophenyl)amino)-4-(propylamino)pyrimidine-5-carbaldehyde (E14, 24 mg) in methylene chloride (2 mL), sodium triacetoxyborohydride (28 mg) and acetic acid (50 μL) were added at room temperature, and the mixture was stirred at the same temperature for 5 hours. To the reaction mixture, ethyl acetate and saturated aqueous sodium hydrogencarbonate were added. The organic layer was sep... The reactants are C(C1=CC=CC=C1)OCC1CC(C=C(O1)C)=O (6-Benzyloxymethyl-2-methyl-5,6-dihydro-4H-pyran-4-one), CCOC(=O)C (EtOAc). The reagents and catalysts are [Pd] (Pd/C). Run at time 8 hour. Yields the product CC12CC(CC(OC1)O2)=O (Methyl-3-oxo-6,8-dioxabicyclo[3.2.1]octane). Yield: 30.0%. Reaction SMILES: C([O:8][CH2:9][CH:10]1[O:15][C:14](C)=[CH:13][C:12](=[O:17])[CH2:11]1)C1C=CC=CC=1.[CH3:18]COC(C)=O>[Pd]>[CH3:18][C:10]12[O:15][CH:14]([O:8][CH2:9]1)[CH2:13][C:12](=[O:17])[CH2:11]2. Procedure details: A solution of 4.4 g of the 6-Benzyloxy compound from Step 2 in EtOAc was hydrogenated with H2 and Pd/C (10%). After completion, the reaction was filtrated on a bed of celite and then evaporated to dryness. The cru syrup was then taken up in CH2Cl2 containing 1 g of camphor sulphonic acid. The reaction was stirred at r.t. overnight, filtered and evaporated. Purification by flash chromatography (30% Et2O/pentane) gave 780 mg of the title compound (30%). As a reaction SMILES: [C:1]([CH3:2])(=[S:3])[O-:4].[CH2:6]([CH3:7])[O:8][C:9](=[O:10])[C:11]1([CH2:21][Br:22])[CH2:12][CH2:13][C:14]2([O:15][CH2:16][CH2:17][O:18]2)[CH2:19][CH2:20]1.[K+:5].[O:24]=[CH:25][N:26]([CH3:27])[CH3:28].[OH2:23]>>[C:1]([CH3:2])([S:3][CH2:21][C:11]1([C:9]([O:8][CH2:6][CH3:7])=[O:10])[CH2:12][CH2:13][C:14]2([O:15][CH2:16][CH2:17][O:18]2)[CH2:19][CH2:20]1)=[O:4]. Product: CCOC(=O)C1(CSC(C)=O)CCC2(CC1)OCCO2. Reactants: CC([O-])=S, CCOC(=O)C1(CBr)CCC2(CC1)OCCO2, [K+], CN(C)C=O, O. Starting materials: CC(=O)O, ClCCCl, NCc1ccccc1, O=Cc1ccc(-c2cnc3c(-c4ccccc4)cnn3c2)cc1. Yields the product c1ccc(CNCc2ccc(-c3cnc4c(-c5ccccc5)cnn4c3)cc2)cc1. Reaction SMILES: [CH3:32][C:33](=[O:34])[OH:35].[Cl:36][CH2:37][CH2:38][Cl:39].[NH2:24][CH2:25][c:26]1[cH:27][cH:28][cH:29][cH:30][cH:31]1.[c:1]1(-[c:7]2[cH:8][n:9][n:10]3[c:11]2[n:12][cH:13][c:14](-[c:16]2[cH:17][cH:18][c:19]([CH:20]=[O:21])[cH:22][cH:23]2)[cH:15]3)[cH:2][cH:3][cH:4][cH:5][cH:6]1>>[c:1]1(-[c:7]2[cH:8][n:9][n:10]3[c:11]2[n:12][cH:13][c:14](-[c:16]2[cH:17][cH:18][c:19]([CH2:20][NH:24][CH2:25][c:26]4[cH:27][cH:28][cH:29][cH:30][cH:31]4)[cH:22][cH:23]2)[cH:15]3)[cH:2][cH:3][cH:4][cH:5][cH:6]1. Reactants: Br, Br, COc1ccc(N=C2NCCN2)cc1Cl. Yields the product Br, Oc1ccc(N=C2NCCN2)cc1Cl. As a reaction SMILES: [BrH:17].[BrH:1].[Cl:2][c:3]1[cH:4][c:5]([N:11]=[C:12]2[NH:13][CH2:14][CH2:15][NH:16]2)[cH:6][cH:7][c:8]1[O:9][CH3:10]>>[BrH:1].[Cl:2][c:3]1[cH:4][c:5]([N:11]=[C:12]2[NH:13][CH2:14][CH2:15][NH:16]2)[cH:6][cH:7][c:8]1[OH:9]. Reactants: S(O)(O)(=O)=O (sulfuric acid), C(C)(=O)OC(C)=O (acetic anhydride), N([C@@H](CCC(N)=O)C(=O)O)C(=O)OCC1=CC=CC=C1 (Z-Gln-OH), C1(=CC=CC=C1)C(O)(C1=CC=CC=C1)C1=CC=CC=C1 (triphenylmethanol). Solvent: C(C)(=O)O (acetic acid), O (water). Run at time 15 minute. The product is N([C@@H](CCC(NC(C1=CC=CC=C1)(C1=CC=CC=C1)C1=CC=CC=C1)=O)C(=O)O)C(=O)OCC1=CC=CC=C1 (Z-Gln(Trt)-OH). As a reaction SMILES: C(OC(=O)C)(=O)C.[NH:8]([C:18]([O:20][CH2:21][C:22]1[CH:27]=[CH:26][CH:25]=[CH:24][CH:23]=1)=[O:19])[C@H:9]([C:15]([OH:17])=[O:16])[CH2:10][CH2:11][C:12](=[O:14])[NH2:13].[C:28]1([C:34]([C:42]2[CH:47]=[CH:46][CH:45]=[CH:44][CH:43]=2)([C:36]2[CH:41]=[CH:40][CH:39]=[CH:38][CH:37]=2)O)[CH:33]=[CH:32][CH:31]=[CH:30][CH:29]=1.S(=O)(=O)(O)O>C(O)(=O)C.O>[NH:8]([C:18]([O:20][CH2:21][C:22]1[CH:27]=[CH:26][CH:25]=[CH:24][CH:23]=1)=[O:19])[C@H:9]([C:15]([OH:17])=[O:16])[CH2:10][CH2:11][C:12](=[O:14])[NH:13][C:34]([C:28]1[CH:33]=[CH:32][CH:31]=[CH:30][CH:29]=1)([C:42]1[CH:43]=[CH:44][CH:45]=[CH:46][CH:47]=1)[C:36]1[CH:37]=[CH:38][CH:39]=[CH:40][CH:41]=1. Reported procedure: 1.1 ml of acetic anhydride (12 mmol) are added to a mixture of 2.8 g of Z-Gln-OH (10 mmol), 5.2 g of triphenylmethanol (20 mmol) in 30 ml of acetic acid, and the mixture is stirred at 50° for 15 minutes. Then 0.05 ml of conc. sulfuric acid (about 1 mmol) is added, resulting in a clear yellow solution after a few minutes. After 2 hours, the solution is added dropwise to 500 ml of water, while stirring and cooling in ice, and the precipitate is filtered off and thoroughly washed with water. The mo... Reactants: ClC1=CC=C2C(=C(C(N(C2=C1)C)=O)C(=O)OCC)O (Ethyl 7-chloro-4-hydroxy-1-methyl-2-oxo-1,2-dihydroquinoline-3-carboxylate), C(CCCCCCC)(=O)NN (octanoyl hydrazine). Product: ClC1=CC=C2C(=C(C(N(C2=C1)C)=O)C(=O)NNC(CCCCCCC)=O)O (7-Chloro-4-hydroxy-1-methyl-N′-octanoyl-2-oxo-1,2-dihydroquinoline-3-carbohydrazide). As a reaction SMILES: [Cl:1][C:2]1[CH:11]=[C:10]2[C:5]([C:6]([OH:19])=[C:7]([C:14]([O:16]CC)=O)[C:8](=[O:13])[N:9]2[CH3:12])=[CH:4][CH:3]=1.[C:20]([NH:29][NH2:30])(=[O:28])[CH2:21][CH2:22][CH2:23][CH2:24][CH2:25][CH2:26][CH3:27]>>[Cl:1][C:2]1[CH:11]=[C:10]2[C:5]([C:6]([OH:19])=[C:7]([C:14]([NH:30][NH:29][C:20](=[O:28])[CH2:21][CH2:22][CH2:23][CH2:24][CH2:25][CH2:26][CH3:27])=[O:16])[C:8](=[O:13])[N:9]2[CH3:12])=[CH:4][CH:3]=1. Procedure details: Reagents: Comp 39 (0.36 mmols, 0.1 g); octanoyl hydrazine (0.39 mmols, 0.063 g). Yield: 0.07 g (50%), white solid, m.p.=164° C.-165° C.